This data is from the Open Reaction Database (ORD), a public repository of structured organic reaction records. The task is: describe an organic reaction: reactants, conditions, products, and yield The reactants are C(C)(=O)C=1C=C(C(=NC1C)OC)NC(OC1=CC=CC=C1)=O (Phenyl N-(5-acetyl-2-methoxy-6-methylpyridin-3-yl)carbamate), ClC=1C=C(C=C(C1)Cl)N1CCNCC1 (1-(3,5-dichlorophenyl)piperazine). The product is C(C)(=O)C=1C=C(C(=NC1C)OC)NC(=O)N1CCN(CC1)C1=CC(=CC(=C1)Cl)Cl (1-[(5-Acetyl-2-methoxy-6-methylpyridin-3- yl)aminocarbonyl]-4-(3,5-dichlorophenyl)piperazine). Yield: 81.0%. RXN SMILES: [C:1]([C:4]1[CH:5]=[C:6]([NH:13][C:14](=[O:22])OC2C=CC=CC=2)[C:7]([O:11][CH3:12])=[N:8][C:9]=1[CH3:10])(=[O:3])[CH3:2].[Cl:23][C:24]1[CH:25]=[C:26]([N:31]2[CH2:36][CH2:35][NH:34][CH2:33][CH2:32]2)[CH:27]=[C:28]([Cl:30])[CH:29]=1>>[C:1]([C:4]1[CH:5]=[C:6]([NH:13][C:14]([N:34]2[CH2:33][CH2:32][N:31]([C:26]3[CH:25]=[C:24]([Cl:23])[CH:29]=[C:28]([Cl:30])[CH:27]=3)[CH2:36][CH2:35]2)=[O:22])[C:7]([O:11][CH3:12])=[N:8][C:9]=1[CH3:10])(=[O:3])[CH3:2]. Procedure: Phenyl N-(5-acetyl-2-methoxy-6-methylpyridin-3-yl)carbamate and 1-(3,5-dichlorophenyl)piperazine were reacted by the same way with the example 46 to obtain the titled compound. RXN SMILES: [Br:1][C:2]1[CH:18]=[CH:17][C:5]([CH2:6][CH2:7][C:8]2[CH:16]=[CH:15][CH:14]=[CH:13][C:9]=2[C:10]([OH:12])=[O:11])=[CH:4][CH:3]=1.Cl.[CH2:20](O)[CH3:21]>>[Br:1][C:2]1[CH:3]=[CH:4][C:5]([CH2:6][CH2:7][C:8]2[CH:16]=[CH:15][CH:14]=[CH:13][C:9]=2[C:10]([O:12][CH2:20][CH3:21])=[O:11])=[CH:17][CH:18]=1. Product: BrC1=CC=C(CCC2=C(C(=O)OCC)C=CC=C2)C=C1 (Ethyl 2-(4-bromophenethyl)-benzoate). Procedure details: A solution of 40 g. (0.131 mole) of 2-(4-bromophenethyl)-benzoic acid in 250 ml. of absolute ethanol is stirred and heated to refluxing while hydrogen chloride is introduced into the solution for 2 hours. After standing at room temperature for 2 1/2 days, the mixture again is stirred at reflux for 12 hours and, during this period, hydrogen chloride is passed into the solution for 1 hour. The two-phase mixture is evaporated to dryness under reduced pressure and the residue partitioned between ben... Starting materials: BrC1=CC=C(CCC2=C(C(=O)O)C=CC=C2)C=C1 (2-(4-bromophenethyl)-benzoic acid), C(C)O (ethanol), Cl (hydrogen chloride), Cl (hydrogen chloride). Starting materials: NN1C(C2=CC=CC=C2C(=N1)C1CC1)=O (2-amino-4-cyclopropylphthalazin-1(2H)-one), ClC1=CC=C(C=C1)CC(=O)O (2-(4-chlorophenyl)acetic acid). The product is ClC1=CC=C(C=C1)CC(=O)NN1C(C2=CC=CC=C2C(=N1)C1CC1)=O (2-(4-chlorophenyl)-N-(4-cyclopropyl-1-oxophthalazin-2(1H)-yl)acetamide). As a reaction SMILES: [NH2:1][N:2]1[N:11]=[C:10]([CH:12]2[CH2:14][CH2:13]2)[C:9]2[C:4](=[CH:5][CH:6]=[CH:7][CH:8]=2)[C:3]1=[O:15].[Cl:16][C:17]1[CH:22]=[CH:21][C:20]([CH2:23][C:24](O)=[O:25])=[CH:19][CH:18]=1>>[Cl:16][C:17]1[CH:22]=[CH:21][C:20]([CH2:23][C:24]([NH:1][N:2]2[N:11]=[C:10]([CH:12]3[CH2:13][CH2:14]3)[C:9]3[C:4](=[CH:5][CH:6]=[CH:7][CH:8]=3)[C:3]2=[O:15])=[O:25])=[CH:19][CH:18]=1. Procedure details: The product from Example 22B and 2-(4-chlorophenyl)acetic acid were processed using a method similar to that described in Example 17C to afford the title compound. 1H NMR (500 MHz, DMSO-d6) δ ppm 0.79-0.92 (m, 2H) 0.92-1.07 (m, 2H) 2.45-2.55 (m, 1H) 3.67 (s, 2H) 7.32-7.52 (m, 4H) 7.92 (t, J=8.09 Hz, 1H) 7.99-8.14 (m, 1H) 8.31 (t, J=7.32 Hz, 2H) 11.50 (s, 1H); MS (ESI) m/z 354 (M+H)+. As a reaction SMILES: [F:1][C:2]1[CH:3]=[C:4](B(O)O)[CH:5]=[CH:6][CH:7]=1.[Cl:11][C:12]1[C:17]([C:18]2[CH:23]=[CH:22][CH:21]=[CH:20][CH:19]=2)=[N:16][N:15]=[C:14]2[N:24]([CH2:28][CH2:29][N:30]3[CH2:34][CH2:33][C@@H:32]([F:35])[CH2:31]3)[N:25]=[C:26](I)[C:13]=12>>[Cl:11][C:12]1[C:17]([C:18]2[CH:19]=[CH:20][CH:21]=[CH:22][CH:23]=2)=[N:16][N:15]=[C:14]2[N:24]([CH2:28][CH2:29][N:30]3[CH2:34][CH2:33][C@@H:32]([F:35])[CH2:31]3)[N:25]=[C:26]([C:4]3[CH:5]=[CH:6][CH:7]=[C:2]([F:1])[CH:3]=3)[C:13]=12. Procedure: Compound IIx was synthesized according to Example 1, using 3-fluorophenylboronic acid instead of 1-methyl-4-(4,4,5,5-tetramethyl-1,3,2-dioxaborolan-2-yl)-1H-pyrazole and 4-chloro-1-[2-[(3R)-3-fluoropyrrolidin-1-yl]ethyl]-3-iodo-5-phenyl-pyrazolo[3,4-c]pyridazine instead of 4-chloro-3-iodo-1-(2-(4-methylpiperazin-1-yl)ethyl)-5-phenyl-1H-pyrazolo[3,4-c]pyridazine in Step 8. Product: ClC1=C2C(=NN=C1C1=CC=CC=C1)N(N=C2C2=CC(=CC=C2)F)CCN2C[C@@H](CC2)F (4-chloro-3-(3-fluorophenyl)-1-[2-[(3R)-3-fluoropyrrolidin-1-yl]ethyl]-5-phenyl-pyrazolo[3,4-c]pyridazine). Reactants: FC=1C=C(C=CC1)B(O)O (3-fluorophenylboronic acid), ClC1=C2C(=NN=C1C1=CC=CC=C1)N(N=C2I)CCN2C[C@@H](CC2)F (4-chloro-1-[2-[(3R)-3-fluoropyrrolidin-1-yl]ethyl]-3-iodo-5-phenyl-pyrazolo[3,4-c]pyridazine). Starting materials: COC1=CC(=NO1)C1=NN=C2N1N=C(C1=CC=CC=C21)OS(=O)(=O)C2=CC=C(C=C2)C (3-(5-methoxyisoxazol-3-yl)-6-(4-toluenesulphonyloxy)-1,2,4-triazolo[3,4-a]phthalazine), OCC1=NN(C=N1)C (3-hydroxymethyl-1-methyl-1,2,4-triazole), A-421210. Product: COC1=CC(=NO1)C1=NN=C2N1N=C(C1=CC=CC=C21)OCC2=NN(C=N2)C (3-(5-Methoxyisoxazol-3-yl)-6-(1-methyl-1,2,4-triazol-3-yl)methyloxy-1,2,4-triazolo[3,4-a]phthalazine). As a reaction SMILES: [CH3:1][O:2][C:3]1[O:7][N:6]=[C:5]([C:8]2[N:12]3[N:13]=[C:14]([O:21]S(C4C=CC(C)=CC=4)(=O)=O)[C:15]4[C:20]([C:11]3=[N:10][N:9]=2)=[CH:19][CH:18]=[CH:17][CH:16]=4)[CH:4]=1.O[CH2:33][C:34]1[N:38]=[CH:37][N:36]([CH3:39])[N:35]=1>>[CH3:1][O:2][C:3]1[O:7][N:6]=[C:5]([C:8]2[N:12]3[N:13]=[C:14]([O:21][CH2:33][C:34]4[N:38]=[CH:37][N:36]([CH3:39])[N:35]=4)[C:15]4[C:20]([C:11]3=[N:10][N:9]=2)=[CH:19][CH:18]=[CH:17][CH:16]=4)[CH:4]=1. Procedure details: The title-compound was prepared from 3-(5-methoxyisoxazol-3-yl)-6-(4-toluenesulphonyloxy)-1,2,4-triazolo[3,4-a]phthalazine (prepared as described in Example 118 part a) and 3-hydroxymethyl-1-methyl-1,2,4-triazole (prepared using the conditions of Itoh and Okongi, EP-A-421210) using the conditions given for in Example 98, 1H NMR (360 MHz, CDCl3) δ 3.96 (3H, s, CH3), 4.15 (3H, s, CH3), 5.72 (2H, s, CH2), 6.30 (1H, s, Ar—H), 7.79 (1H, m, Ar—H), 7.95 (1H, m, Ar—H), 8.07 (1H, s, Ar—H), 8.28 (1H, d, J... The reactants are CC(=O)C (acetone), C(C)(=O)O (acetic acid), [S-]C#N.[Na+] (sodium thiocyanate), CC[C@@H]1[C@@]([C@@H]([C@H](C(=O)[C@@H](C[C@@]([C@@H]([C@H]([C@@H]([C@H](C(=O)O1)C)O[C@H]2C[C@@]([C@H]([C@@H](O2)C)O)(C)OC)C)O[C@H]3[C@@H]([C@H](C[C@H](O3)C)N(C)C)O)(C)O)C)C)O)(C)O (erythromycin), C([O-])([O-])=O.[Na+].[Na+] (sodium carbonate), CC[C@@H]1[C@@]([C@@H]([C@H](C(=O)[C@@H](C[C@@]([C@@H]([C@H]([C@@H]([C@H](C(=O)O1)C)O[C@H]2C[C@@]([C@H]([C@@H](O2)C)O)(C)OC)C)O[C@H]3[C@@H]([C@H](C[C@H](O3)C)N(C)C)O)(C)O)C)C)O)(C)O (erythromycin), CC[C@@H]1[C@@]([C@@H]([C@H](C(=O)[C@@H](C[C@@]([C@@H]([C@H]([C@@H]([C@H](C(=O)O1)C)O[C@H]2C[C@@]([C@H]([C@@H](O2)C)O)(C)OC)C)O[C@H]3[C@@H]([C@H](C[C@H](O3)C)N(C)C)O)(C)O)C)C)O)(C)O (erythromycin), CC[C@@H]1[C@@]([C@@H]([C@H](C(=O)[C@@H](C[C@@]([C@@H]([C@H]([C@@H]([C@H](C(=O)O1)C)O[C@H]2C[C@@]([C@H]([C@@H](O2)C)O)(C)OC)C)O[C@H]3[C@@H]([C@H](C[C@H](O3)C)N(C)C)O)(C)O)C)C)O)(C)O (erythromycin). The solvent is O (water), O (water), C(C)(=O)OCCCC (butyl acetate), O (water), O (water). Reaction conditions: temperature 37.5 celsius. The product is CC[C@@H]1[C@@]([C@@H]([C@H](C(=O)[C@@H](C[C@@]([C@@H]([C@H]([C@@H]([C@H](C(=O)O1)C)O[C@H]2C[C@@]([C@H]([C@@H](O2)C)O)(C)OC)C)O[C@H]3[C@@H]([C@H](C[C@H](O3)C)N(C)C)O)(C)O)C)C)O)(C)O.C(#N)S (Erythromycin Thiocyanate). Reaction SMILES: CC(C)=O.C(O)(=O)C.[S-:9][C:10]#[N:11].[Na+].C(=O)([O-])[O-].[Na+].[Na+].[CH3:19][CH2:20][C@H:21]1[O:36][C:34](=[O:35])[C@H:33]([CH3:37])[C@@H:32]([O:38][C@@H:39]2[O:44][C@@H:43]([CH3:45])[C@H:42]([OH:46])[C@@:41]([O:48][CH3:49])([CH3:47])[CH2:40]2)[C@H:31]([CH3:50])[C@@H:30]([O:51][C@@H:52]2[O:57][C@H:56]([CH3:58])[CH2:55][C@H:54]([N:59]([CH3:61])[CH3:60])[C@H:53]2[OH:62])[C@@:29]([OH:64])([CH3:63])[CH2:28][C@@H:27]([CH3:65])[C:25](=[O:26])[C@H:24]([CH3:66])[C@@H:23]([OH:67])[C@@:22]1([OH:69])[CH3:68]>C(OCCCC)(=O)C.O>[CH3:19][CH2:20][C@H:21]1[O:36][C:34](=[O:35])[C@H:33]([CH3:37])[C@@H:32]([O:38][C@@H:39]2[O:44][C@@H:43]([CH3:45])[C@H:42]([OH:46])[C@@:41]([O:48][CH3:49])([CH3:47])[CH2:40]2)[C@H:31]([CH3:50])[C@@H:30]([O:51][C@@H:52]2[O:57][C@H:56]([CH3:58])[CH2:55][C@H:54]([N:59]([CH3:60])[CH3:61])[C@H:53]2[OH:62])[C@@:29]([OH:64])([CH3:63])[CH2:28][C@@H:27]([CH3:65])[C:25](=[O:26])[C@H:24]([CH3:66])[C@@H:23]([OH:67])[C@@:22]1([OH:69])[CH3:68].[C:10]([SH:9])#[N:11] |f:2.3,4.5.6,10.11|. Reported procedure: In a three-necked flask, 12 g of erythromycin was dissolved in butyl acetate or acetone, added with 2M acetic acid aqueous solution and 10% sodium thiocyanate solution (in a molar ratio to erythromycin of 1:1:1-1.2), and stirred continuously at 15-60° C. After complete reaction, the mixture was added with water, cooled to a temperature between −25° C. and 10° C., filtered, the resultant solid was washed with water, filtered under a reduced pressure, and dried at 60° C. for about 4 h to obtain an... Reactants: CCOC(=O)N1C(=O)c2ccccc2C1=O, NC(=O)O, [Na+], [Na+], O=C([O-])[O-], O. Product: O=C(O)N1C(=O)c2ccccc2C1=O. As a reaction SMILES: [C:11](=[O:12])([O:13][CH2:14][CH3:15])[N:16]1[C:17](=[O:26])[c:18]2[c:19]([cH:22][cH:23][cH:24][cH:25]2)[C:20]1=[O:21].[NH2:1][C:2]([OH:3])=[O:4].[Na+:5].[Na+:6].[O-:7][C:8](=[O:9])[O-:10].[OH2:27]>>[C:11](=[O:12])([OH:13])[N:16]1[C:17](=[O:26])[c:18]2[c:19]([cH:22][cH:23][cH:24][cH:25]2)[C:20]1=[O:21]. The reactants are C([O-])([O-])=O.[K+].[K+] (potassium carbonate), BrC1=CC=C(OCC(=O)N)C=C1 (2-(4-bromophenoxy)acetamide), ClC1=C(C=C2C=CNC2=C1)B1OCC(CO1)(C)C (6-chloro-5-(5,5-dimethyl-1,3,2-dioxaborinan-2-yl)-1H-indole), N,N-dimethylformiminium chloride. The reagents and catalysts are C1=CC=C(C=C1)P([C-]2C=CC=C2)C3=CC=CC=C3.C1=CC=C(C=C1)P([C-]2C=CC=C2)C3=CC=CC=C3.Cl[Pd]Cl.[Fe+2] ([1,1′-bis(diphenylphosphino)ferrocene]dichloropalladium(II)). Run in O1CCOCC1 (1,4-dioxane), CN(C)C=O (DMF). Run at time 10 minute. Product: ClC1=C(C=C2C(=CNC2=C1)C=O)C1=CC=C(OCC(=O)N)C=C1 (2-[4-(6-chloro-3-formyl-1H-indol-5-yl)phenoxy]acetamide). The yield is 76.0%. Reaction SMILES: [Cl:1][C:2]1[CH:10]=[C:9]2[C:5]([CH:6]=[CH:7][NH:8]2)=[CH:4][C:3]=1B1OCC(C)(C)CO1.[C:19](=O)([O-])[O-:20].[K+].[K+].Br[C:26]1[CH:36]=[CH:35][C:29]([O:30][CH2:31][C:32]([NH2:34])=[O:33])=[CH:28][CH:27]=1>O1CCOCC1.CN(C=O)C.C1C=CC(P(C2C=CC=CC=2)[C-]2C=CC=C2)=CC=1.C1C=CC(P(C2C=CC=CC=2)[C-]2C=CC=C2)=CC=1.Cl[Pd]Cl.[Fe+2]>[Cl:1][C:2]1[CH:10]=[C:9]2[C:5]([C:6]([CH:19]=[O:20])=[CH:7][NH:8]2)=[CH:4][C:3]=1[C:26]1[CH:36]=[CH:35][C:29]([O:30][CH2:31][C:32]([NH2:34])=[O:33])=[CH:28][CH:27]=1 |f:1.2.3,7.8.9.10|. Reported procedure: A mixture of 6-chloro-5-(5,5-dimethyl-1,3,2-dioxaborinan-2-yl)-1H-indole (260 mg, 1.00 mmol) and N,N-dimethylformiminium chloride (250 mg, 2.00 mmol) in dry 1,4-dioxane (5 mL) and DMF (1 mL) was sealed in a reaction vessel and stirred at room temperature for 10 minutes to give a white slurry. To the slurry was added 2M aqueous potassium carbonate (2.5 mL, 5 mmol), 2-(4-bromophenoxy)acetamide (240 mg, 1.00 mmol) and [1,1′-bis(diphenylphosphino)ferrocene]dichloropalladium(II) (50 mg). The sealed v... Starting materials: CC(=O)O[BH-](OC(C)=O)OC(C)=O, CCCCOC(C)Oc1ccc(-c2ccc3c(c2)C=C(C(=O)OC)CCN3)cc1, CCOc1ccccc1C=O, ClCCCl, [Na+], O. Yields the product CCCCOC(C)Oc1ccc(-c2ccc3c(c2)C=C(C(=O)OC)CCN3Cc2ccccc2OCC)cc1. Reaction SMILES: [C:41]([O:42][BH-:43]([O:44][C:45](=[O:46])[CH3:47])[O:48][C:49](=[O:50])[CH3:51])(=[O:52])[CH3:53].[CH2:1]([CH2:2][CH2:3][CH3:4])[O:5][CH:6]([CH3:7])[O:8][c:9]1[cH:10][cH:11][c:12](-[c:15]2[cH:16][cH:17][c:18]3[c:19]([cH:29]2)[CH:20]=[C:21]([C:25](=[O:26])[O:27][CH3:28])[CH2:22][CH2:23][NH:24]3)[cH:13][cH:14]1.[CH2:30]([CH3:31])[O:32][c:33]1[c:34]([CH:35]=[O:36])[cH:37][cH:38][cH:39][cH:40]1.[Cl:56][CH2:57][CH2:58][Cl:59].[Na+:54].[OH2:55]>>[CH2:1]([CH2:2][CH2:3][CH3:4])[O:5][CH:6]([CH3:7])[O:8][c:9]1[cH:10][cH:11][c:12](-[c:15]2[cH:16][cH:17][c:18]3[c:19]([cH:29]2)[CH:20]=[C:21]([C:25](=[O:26])[O:27][CH3:28])[CH2:22][CH2:23][N:24]3[CH2:35][c:34]2[c:33]([O:32][CH2:30][CH3:31])[cH:40][cH:39][cH:38][cH:37]2)[cH:13][cH:14]1.